Dataset: the Open Reaction Database (ORD), a public repository of structured organic reaction records. Task: describe an organic reaction: reactants, conditions, products, and yield Reactants: COC1=CC=C(C=C1)CSC=1N(C(C(=C(N1)C)C(=O)OCC)C1=CC(=CC=C1)[N+](=O)[O-])C(=O)C1=CC=C(C=C1)OC (1,6-dihydro-2-[[(4-methoxyphenyl)methyl]thio]-4-methyl-6-(3-nitrophenyl)-1-[(4-methoxyphenyl)carbonyl]-5-pyrimidinecarboxylic acid, ethyl ester), FC(C(=O)O)(F)F (trifluoroacetic acid), C(C)S (ethanethiol). Run in ClCCl (dichloromethane). Conditions: time 48 hour. The product is CC1=C(C(N(C(N1)=S)C(=O)C1=CC=C(C=C1)OC)C1=CC(=CC=C1)[N+](=O)[O-])C(=O)OCC (1,2,3,4-Tetrahydro-6-methyl-3-[(4-methoxyphenyl)carbonyl]-4-(3-nitrophenyl)-2-thioxo-5pyrimidinecarboxylic acid, ethyl ester). As a reaction SMILES: COC1C=CC(C[S:10][C:11]2[N:12]([C:32]([C:34]3[CH:39]=[CH:38][C:37]([O:40][CH3:41])=[CH:36][CH:35]=3)=[O:33])[CH:13]([C:23]3[CH:28]=[CH:27][CH:26]=[C:25]([N+:29]([O-:31])=[O:30])[CH:24]=3)[C:14]([C:18]([O:20][CH2:21][CH3:22])=[O:19])=[C:15]([CH3:17])[N:16]=2)=CC=1.FC(F)(F)C(O)=O.C(S)C>ClCCl>[CH3:17][C:15]1[NH:16][C:11](=[S:10])[N:12]([C:32]([C:34]2[CH:35]=[CH:36][C:37]([O:40][CH3:41])=[CH:38][CH:39]=2)=[O:33])[CH:13]([C:23]2[CH:28]=[CH:27][CH:26]=[C:25]([N+:29]([O-:31])=[O:30])[CH:24]=2)[C:14]=1[C:18]([O:20][CH2:21][CH3:22])=[O:19]. Reported procedure: A solution of 1.5 g. (0.0026 mole) of 1,6-dihydro-2-[[(4-methoxyphenyl)methyl]thio]-4-methyl-6-(3-nitrophenyl)-1-[(4-methoxyphenyl)carbonyl]-5-pyrimidinecarboxylic acid, ethyl ester in 15 ml. of dichloromethane is treated with 0.88 ml. (0.0113 mole) of trifluoroacetic acid and 0.38 g. (0.0059 mole) of ethanethiol. After stirring for 48 hours, the solvent is evaporated and the oil residue is triturated with isopropyl ether to form 0.91 g. of the title compound as a yellow solid, m. p. 130°-132°. ... Yields the product COc1cc(C(=O)Cc2ccccc2)cc(OC)c1OC. Reactants: [Br-], [Mg+]Cc1ccccc1, COc1cc(C=O)cc(OC)c1OC. Reaction SMILES: [Br-:15].[CH2:16]([c:17]1[cH:18][cH:19][cH:20][cH:21][cH:22]1)[Mg+:23].[CH3:1][O:2][c:3]1[cH:4][c:5]([CH:6]=[O:7])[cH:8][c:9]([O:13][CH3:14])[c:10]1[O:11][CH3:12]>>[CH3:1][O:2][c:3]1[cH:4][c:5]([C:6](=[O:7])[CH2:16][c:17]2[cH:18][cH:19][cH:20][cH:21][cH:22]2)[cH:8][c:9]([O:13][CH3:14])[c:10]1[O:11][CH3:12]. Reactants: S1N=NC2=C1C(=CC=C2)C(=O)O (benzo-1,2,3-thiadiazole-7-carboxylic acid), S(=O)(Cl)Cl (thionyl chloride). Reaction conditions: temperature 90 celsius. The product is S1N=NC2=C1C(=CC=C2)C(=O)Cl (benzo-1,2,3-thiadiazole-7-carboxylic acid chloride). As a reaction SMILES: [S:1]1[C:5]2[C:6]([C:10]([OH:12])=O)=[CH:7][CH:8]=[CH:9][C:4]=2[N:3]=[N:2]1.S(Cl)([Cl:15])=O>>[S:1]1[C:5]2[C:6]([C:10]([Cl:15])=[O:12])=[CH:7][CH:8]=[CH:9][C:4]=2[N:3]=[N:2]1. Procedure: 12.54 g (0.070 mol) of benzo-1,2,3-thiadiazole-7-carboxylic acid are mixed with 80 ml of thionyl chloride. The mixture is heated and maintained at a bath temperature of 90° C. for 8 hours. The excess thionyl chloride is then removed by distillation in a rotary evaporator at a bath temperature of 40° C. The resulting oil solidifies; m.p. 107° C. Reactants: NC1=C([Se]C(=C1)C(C)(C)C)C#N (3-amino-5-(tert-butyl)selenophene-2-carbonitrile), [OH-].[Na+] (NaOH). The solvent is C(C)O (ethanol). Yields the product NC1=C([Se]C(=C1)C(C)(C)C)C(=O)N (3-amino-5-(tert-butyl)selenophene-2-carboxamide). Reaction SMILES: [NH2:1][C:2]1[CH:6]=[C:5]([C:7]([CH3:10])([CH3:9])[CH3:8])[Se:4][C:3]=1[C:11]#[N:12].[OH-:13].[Na+]>C(O)C>[NH2:1][C:2]1[CH:6]=[C:5]([C:7]([CH3:9])([CH3:8])[CH3:10])[Se:4][C:3]=1[C:11]([NH2:12])=[O:13] |f:1.2|. Procedure details: As shown in scheme L, 3-amino-5-(tert-butyl)selenophene-2-carbonitrile is treated with 10% aqueous NaOH solution/ethanol to give 3-amino-5-(tert-butyl)selenophene-2-carboxamide. Which is cyclised using formic acid/sulfuric acid to give 6-(tert-butyl)-3-hydroselenopheno[3,2-d]pyrimidin-4-one and further treatment with thionyl chloride gave 6-(tert-butyl)-4-chloroselenopheno[3,2-d]pyrimidine (Hesse, S. et. al., Synthesis, 2009, 1204-1208) in good yield. Treatment of this 4-chlorocompound with 3-am... Starting materials: BrCCOCCBr, CN1CCCC1, CCOC(C)=O, CCN(C(C)C)C(C)C, CCc1cc(N)cc(CC)c1NS(=O)(=O)c1ccc(C)cc1. Product: CCc1cc(N2CCOCC2)cc(CC)c1NS(=O)(=O)c1ccc(C)cc1. RXN SMILES: [Br:23][CH2:24][CH2:25][O:26][CH2:27][CH2:28][Br:29].[CH3:39][N:40]1[CH2:41][CH2:42][CH2:43][CH2:44]1.[CH3:45][CH2:46][O:47][C:48](=[O:49])[CH3:50].[CH:30]([N:31]([CH2:32][CH3:33])[CH:34]([CH3:35])[CH3:36])([CH3:37])[CH3:38].[NH2:1][c:2]1[cH:3][c:4]([CH2:21][CH3:22])[c:5]([NH:10][S:11](=[O:12])(=[O:13])[c:14]2[cH:15][cH:16][c:17]([CH3:20])[cH:18][cH:19]2)[c:6]([CH2:8][CH3:9])[cH:7]1>>[N:1]1([c:2]2[cH:3][c:4]([CH2:21][CH3:22])[c:5]([NH:10][S:11](=[O:12])(=[O:13])[c:14]3[cH:15][cH:16][c:17]([CH3:20])[cH:18][cH:19]3)[c:6]([CH2:8][CH3:9])[cH:7]2)[CH2:24][CH2:25][O:26][CH2:27][CH2:28]1. Reactants: BrBr (bromine), ClC=1C=C(C=CC1)C=1C=C(SC1)C(=O)OCC (Ethyl 4-(3-chlorophenyl)thiophene-2-carboxylate), O (Water). Run in C(C)(=O)O (acetic acid). Run at temperature 60 celsius, time 8 hour. The product is BrC1=C(C=C(S1)C(=O)OCC)C1=CC(=CC=C1)Cl (Ethyl 5-bromo-4-(3-chlorophenyl)thiophene-2-carboxylate). As a reaction SMILES: [Cl:1][C:2]1[CH:3]=[C:4]([C:8]2[CH:9]=[C:10]([C:13]([O:15][CH2:16][CH3:17])=[O:14])[S:11][CH:12]=2)[CH:5]=[CH:6][CH:7]=1.[Br:18]Br.O>C(O)(=O)C>[Br:18][C:12]1[S:11][C:10]([C:13]([O:15][CH2:16][CH3:17])=[O:14])=[CH:9][C:8]=1[C:4]1[CH:5]=[CH:6][CH:7]=[C:2]([Cl:1])[CH:3]=1. Procedure: 0.01 ml (0.22 mmol) of bromine is provided in 1 ml of acetic acid, and 58.0 mg (0.22 mmol) of the compound from Example 13A, dissolved in 1 ml of acetic acid, are added dropwise. The mixture is stirred at 60° C. overnight. 0.01 ml (0.22 mmol) of bromine is a subsequently added, and the mixture is stirred at 60° C. for another 24 hours. Water is added to the reaction mixture, and the resulting precipitate is collected by suction filtration, washed with water and dried under high vacuum. 43.0 mg (... The reactants are O=C([O-])[O-], Cc1oc(-c2ccccc2)nc1CCl, [K+], [K+], O, CC(C)(C)OC(=O)C1COc2cc(O)ccc2C1. Yields the product Cc1oc(-c2ccccc2)nc1COc1ccc2c(c1)OCC(C(=O)OC(C)(C)C)C2. As a reaction SMILES: [C:15](=[O:16])([O-:17])[O-:18].[Cl:1][CH2:2][c:3]1[n:4][c:5](-[c:9]2[cH:10][cH:11][cH:12][cH:13][cH:14]2)[o:6][c:7]1[CH3:8].[K+:19].[K+:20].[OH2:39].[OH:21][c:22]1[cH:23][cH:24][c:25]2[c:30]([cH:31]1)[O:29][CH2:28][CH:27]([C:32](=[O:33])[O:34][C:35]([CH3:36])([CH3:37])[CH3:38])[CH2:26]2>>[CH2:2]([c:3]1[n:4][c:5](-[c:9]2[cH:10][cH:11][cH:12][cH:13][cH:14]2)[o:6][c:7]1[CH3:8])[O:21][c:22]1[cH:23][cH:24][c:25]2[c:30]([cH:31]1)[O:29][CH2:28][CH:27]([C:32](=[O:33])[O:34][C:35]([CH3:36])([CH3:37])[CH3:38])[CH2:26]2.